Dataset: the Open Reaction Database (ORD), a public repository of structured organic reaction records. Task: describe an organic reaction: reactants, conditions, products, and yield Reactants: N[C@H]1CC[C@H](CC1)NC(=O)C1=CNC2=C1N=CN=C2C2=C(C=CC(=C2)OC)OCC2CC2 (cis-4-(2-cyclopropylmethoxy-5-methoxy-phenyl)-5H-pyrrolo[3,2-d]pyrimidine-7-carboxylic acid (4-amino-cyclohexyl)-amide), COCC(=O)Cl (methoxy-acetyl chloride). Product: COCC(=O)N[C@H]1CC[C@H](CC1)NC(=O)C1=CNC2=C1N=CN=C2C2=C(C=CC(=C2)OC)OCC2CC2 (cis-4-(2-Cyclopropylmethoxy-5-methoxy-phenyl)-5H-pyrrolo[3,2-d]pyrimidine-7-carboxylic acid [4-(2-methoxy-acetylamino)-cyclohexyl]-amide). RXN SMILES: [NH2:1][C@@H:2]1[CH2:7][CH2:6][C@H:5]([NH:8][C:9]([C:11]2[C:15]3[N:16]=[CH:17][N:18]=[C:19]([C:20]4[CH:25]=[C:24]([O:26][CH3:27])[CH:23]=[CH:22][C:21]=4[O:28][CH2:29][CH:30]4[CH2:32][CH2:31]4)[C:14]=3[NH:13][CH:12]=2)=[O:10])[CH2:4][CH2:3]1.[CH3:33][O:34][CH2:35][C:36](Cl)=[O:37]>>[CH3:33][O:34][CH2:35][C:36]([NH:1][C@@H:2]1[CH2:7][CH2:6][C@H:5]([NH:8][C:9]([C:11]2[C:15]3[N:16]=[CH:17][N:18]=[C:19]([C:20]4[CH:25]=[C:24]([O:26][CH3:27])[CH:23]=[CH:22][C:21]=4[O:28][CH2:29][CH:30]4[CH2:31][CH2:32]4)[C:14]=3[NH:13][CH:12]=2)=[O:10])[CH2:4][CH2:3]1)=[O:37]. Reported procedure: Starting from cis-4-(2-cyclopropylmethoxy-5-methoxy-phenyl)-5H-pyrrolo[3,2-d]pyrimidine-7-carboxylic acid (4-amino-cyclohexyl)-amide (example A154) and methoxy-acetyl chloride the title compound is obtained as colorless solid. Starting materials: CCOC(=O)Cc1nnn(C(C)(C)c2ccccc2)n1, C1CCOC1, C[Si](C)(C)[N-][Si](C)(C)C, [Na+], O=C1CCC(=O)N1Br. Product: CCOC(=O)C(Br)c1nnn(C(C)(C)c2ccccc2)n1. Reaction SMILES: [CH2:1]([CH3:2])[O:3][C:4]([CH2:5][c:6]1[n:7][n:8][n:9]([C:11]([CH3:12])([c:13]2[cH:14][cH:15][cH:16][cH:17][cH:18]2)[CH3:19])[n:10]1)=[O:20].[CH2:39]1[O:40][CH2:41][CH2:42][CH2:43]1.[CH3:22][Si:23]([N-:24][Si:25]([CH3:26])([CH3:27])[CH3:28])([CH3:29])[CH3:30].[Na+:21].[O:31]=[C:32]1[N:33]([Br:38])[C:34](=[O:35])[CH2:36][CH2:37]1>>[CH2:1]([CH3:2])[O:3][C:4]([CH:5]([c:6]1[n:7][n:8][n:9]([C:11]([CH3:12])([c:13]2[cH:14][cH:15][cH:16][cH:17][cH:18]2)[CH3:19])[n:10]1)[Br:38])=[O:20]. The reactants are [OH-].[NH4+] (ammonium hydroxide), O1C(=CC=C1)C1=CC(=NN1C=1SC=C(N1)C(=O)OCC)C(F)(F)F (ethyl 2-(5-(furan-2-yl)-3-(trifluoromethyl)-1H-pyrazol-1-yl)thiazole-4-carboxylate), C1CCOC1 (THF). The solvent is CO (methanol). Reaction conditions: temperature 50 celsius, time 1 hour. Yields the product O1C(=CC=C1)C1=CC(=NN1C=1SC=C(N1)C(=O)N)C(F)(F)F (2-(5-(furan-2-yl)-3-(trifluoromethyl)-1H-pyrazol-1-yl)thiazole-4-carboxamide). Reaction SMILES: [O:1]1[CH:5]=[CH:4][CH:3]=[C:2]1[C:6]1[N:10]([C:11]2[S:12][CH:13]=[C:14]([C:16]([O:18]CC)=O)[N:15]=2)[N:9]=[C:8]([C:21]([F:24])([F:23])[F:22])[CH:7]=1.[OH-].[NH4+:26].C1COCC1>CO>[O:1]1[CH:5]=[CH:4][CH:3]=[C:2]1[C:6]1[N:10]([C:11]2[S:12][CH:13]=[C:14]([C:16]([NH2:26])=[O:18])[N:15]=2)[N:9]=[C:8]([C:21]([F:23])([F:22])[F:24])[CH:7]=1 |f:1.2|. Reported procedure: To a stirred suspension of 29 (345 mg, 0.966 mmol) in methanol (1.5 mL) at room temperature was added ammonium hydroxide (1.5 mL, 38.5 mmol). The resulting solution was allowed to stir for 1 h at 50° C. THF (1 mL) was then added and the mixture was stirred for 16 h at 50° C. Solvent was evaporated, and the crude product 30 was isolated. LRMS (ESI): calc. 328.0; found 329.0 (MH)+. The reactants are Cc1ccc2cc[nH]c2c1, Ic1ccccc1. The product is Cc1ccc2ccn(-c3ccccc3)c2c1. RXN SMILES: [CH3:1][c:2]1[cH:3][cH:4][c:5]2[cH:6][cH:7][nH:8][c:9]2[cH:10]1.[I:11][c:12]1[cH:13][cH:14][cH:15][cH:16][cH:17]1>>[CH3:1][c:2]1[cH:3][cH:4][c:5]2[cH:6][cH:7][n:8](-[c:12]3[cH:13][cH:14][cH:15][cH:16][cH:17]3)[c:9]2[cH:10]1. The product is CC1(C)CN(Cc2ccc3[nH]cc(CCN)c3c2)S(=O)(=O)N1. Reactants: CC1(C)CN(Cc2ccc3[nH]cc(CCNC(=O)OC(C)(C)C)c3c2)S(=O)(=O)N1, c1ccc2[nH]ccc2c1. Reaction SMILES: [C:1]([O:2][C:3](=[O:4])[NH:8][CH2:9][CH2:10][c:11]1[cH:12][nH:13][c:14]2[cH:15][cH:16][c:17]([CH2:20][N:21]3[S:22](=[O:28])(=[O:29])[NH:23][C:24]([CH3:26])([CH3:27])[CH2:25]3)[cH:18][c:19]12)([CH3:5])([CH3:6])[CH3:7].[nH:30]1[c:31]2[c:32]([cH:33][cH:34][cH:35][cH:36]2)[cH:37][cH:38]1>>[NH2:8][CH2:9][CH2:10][c:11]1[cH:12][nH:13][c:14]2[cH:15][cH:16][c:17]([CH2:20][N:21]3[S:22](=[O:28])(=[O:29])[NH:23][C:24]([CH3:26])([CH3:27])[CH2:25]3)[cH:18][c:19]12. Reactants: C(C)OC=CC(=O)C=1C=NC=CC1 (3-ethoxy-1-(3-pyridinyl)-2-propen-1-one), NC1=NNC=C1C(=O)C1=CC=CC=C1 ((3-amino-1H-pyrazol-4-yl)phenyl-methanone). Solvent: C=1(C(=CC=CC1)C)C (xylene). RXN SMILES: C(O[CH:4]=[CH:5][C:6]([C:8]1[CH:9]=[N:10][CH:11]=[CH:12][CH:13]=1)=O)C.[NH2:14][C:15]1[C:19]([C:20]([C:22]2[CH:27]=[CH:26][CH:25]=[CH:24][CH:23]=2)=[O:21])=[CH:18][NH:17][N:16]=1>C1(C)C(C)=CC=CC=1>[C:22]1([C:20]([C:19]2[CH:18]=[N:17][N:16]3[C:6]([C:8]4[CH:9]=[N:10][CH:11]=[CH:12][CH:13]=4)=[CH:5][CH:4]=[N:14][C:15]=23)=[O:21])[CH:23]=[CH:24][CH:25]=[CH:26][CH:27]=1. Procedure details: A mixture of 0.02 mole of 3-ethoxy-1-(3-pyridinyl)-2-propen-1-one, 0.02 mole of (3-amino-1H-pyrazol-4-yl)phenyl-methanone and 100 ml of xylene was refluxed for 12 hours. The solvent was removed and the residue dissolved in dichloromethane. This solution was dried over sodium sulfate and the product isolated as described in Example 1, as crystals, mp 202°-203° C. Product: C1(=CC=CC=C1)C(=O)C=1C=NN2C1N=CC=C2C=2C=NC=CC2 (Phenyl[7-(3-pyridinyl)pyrazolo[1,5-a]pyrimidin-3-yl]methanone). Reactants: BrCc1cccc(Br)n1, Cc1ccc(C(=O)c2c[nH]c3cccnc3c2=O)cc1C, CN(C)C=O, [H-], [Na+], O. Product: Cc1ccc(C(=O)c2cn(Cc3cccc(Br)n3)c3cccnc3c2=O)cc1C. RXN SMILES: [Br:24][c:25]1[n:26][c:27]([CH2:31][Br:32])[cH:28][cH:29][cH:30]1.[CH3:1][c:2]1[cH:3][c:4]([C:5](=[O:6])[c:7]2[cH:8][nH:9][c:10]3[cH:11][cH:12][cH:13][n:14][c:15]3[c:16]2=[O:17])[cH:18][cH:19][c:20]1[CH3:21].[CH3:34][N:35]([CH3:36])[CH:37]=[O:38].[H-:22].[Na+:23].[OH2:33]>>[CH3:1][c:2]1[cH:3][c:4]([C:5](=[O:6])[c:7]2[cH:8][n:9]([CH2:31][c:27]3[n:26][c:25]([Br:24])[cH:30][cH:29][cH:28]3)[c:10]3[cH:11][cH:12][cH:13][n:14][c:15]3[c:16]2=[O:17])[cH:18][cH:19][c:20]1[CH3:21].